From a dataset of the Open Reaction Database (ORD), a public repository of structured organic reaction records. describe an organic reaction: reactants, conditions, products, and yield Reactants: CCC(C)(CCCC1(C)OC1C(=O)OC)OC, Cl, [K+], [OH-], O, O=P(O)(O)O. The product is CCC(C)(CCCC(C)C=O)OC. Reaction SMILES: [CH3:3][O:4][C:5](=[O:6])[CH:7]1[O:8][C:9]1([CH3:10])[CH2:11][CH2:12][CH2:13][C:14]([CH2:15][CH3:16])([CH3:17])[O:18][CH3:19].[ClH:20].[K+:2].[OH-:1].[OH2:26].[P:21](=[O:22])([OH:23])([OH:24])[OH:25]>>[CH:7](=[O:8])[CH:9]([CH3:10])[CH2:11][CH2:12][CH2:13][C:14]([CH2:15][CH3:16])([CH3:17])[O:18][CH3:19]. The reactants are C(C)(=O)OC(C)=O (Acetic anhydride), OC1=C(C(=O)O)C=C(C=C1)OCCC (2-hydroxy-5-propoxybenzoic acid), C(C)(=O)OC(C)=O (acetic anhydride). Run in C(Cl)Cl (methylene chloride), N1=CC=CC=C1 (pyridine), N1=CC=CC=C1 (Pyridine). Run at time 30 minute. Product: C(C)(=O)OC1=C(C(=O)O)C=C(C=C1)OCCC (2-acetoxy-5-propoxybenzoic acid). As a reaction SMILES: [C:1](OC(=O)C)(=[O:3])[CH3:2].[OH:8][C:9]1[CH:17]=[CH:16][C:15]([O:18][CH2:19][CH2:20][CH3:21])=[CH:14][C:10]=1[C:11]([OH:13])=[O:12]>C(Cl)Cl.N1C=CC=CC=1>[C:1]([O:8][C:9]1[CH:17]=[CH:16][C:15]([O:18][CH2:19][CH2:20][CH3:21])=[CH:14][C:10]=1[C:11]([OH:13])=[O:12])(=[O:3])[CH3:2]. Procedure: Acetic anhydride (0.069 mL) was added to a solution mixture of the obtained 2-hydroxy-5-propoxybenzoic acid (0.12 g) in methylene chloride (3.0 mL) and pyridine (0.12 mL) under ice-cooling, followed by stirring at room temperature for 2 hours and 30 minutes. Pyridine (0.050 mL) and acetic anhydride (0.058 mL) were added to the reaction mixture, followed by stirring at room temperature for 50 minutes. The solvent was evaporated under reduced pressure, and 1 mol/L hydrochloric acid and ethyl aceta...